This data is from the Open Reaction Database (ORD), a public repository of structured organic reaction records. The task is: describe an organic reaction: reactants, conditions, products, and yield The reactants are Cl.Cl.FC=1C=CC2=C(N(C(=N2)[C@H](C)N)C2=CC=CC=C2)C1OC ((S)-1-(6-fluoro-7-methoxy-1-phenyl-1H-benzoimidazol-2-yl)ethylamine dihydrochloride), ClC1=C2N=CN(C2=NC=N1)C1OCCCC1 (6-chloro-9-(tetrahydropyran-2-yl)-9H-purine), CCN(C(C)C)C(C)C (DIPEA). The solvent is CC(C)O (IPA), Cl (HCl), CO (methanol). Reaction conditions: temperature 90 celsius, time 10 minute. Product: FC=1C=CC2=C(N(C(=N2)[C@H](C)NC2=C3N=CNC3=NC=N2)C2=CC=CC=C2)C1OC ([(S)-1-(6-Fluoro-7-methoxy-1-phenyl-1H-benzoimidazol-2-yl)-ethyl]-(9H-purin-6-yl)-amine). Isolated yield 63.7%. RXN SMILES: Cl.Cl.[F:3][C:4]1[CH:5]=[CH:6][C:7]2[N:11]=[C:10]([C@@H:12]([NH2:14])[CH3:13])[N:9]([C:15]3[CH:20]=[CH:19][CH:18]=[CH:17][CH:16]=3)[C:8]=2[C:21]=1[O:22][CH3:23].Cl[C:25]1[N:33]=[CH:32][N:31]=[C:30]2[C:26]=1[N:27]=[CH:28][N:29]2C1CCCCO1.CCN(C(C)C)C(C)C>CC(O)C.Cl.CO>[F:3][C:4]1[CH:5]=[CH:6][C:7]2[N:11]=[C:10]([C@@H:12]([NH:14][C:25]3[N:33]=[CH:32][N:31]=[C:30]4[C:26]=3[N:27]=[CH:28][NH:29]4)[CH3:13])[N:9]([C:15]3[CH:20]=[CH:19][CH:18]=[CH:17][CH:16]=3)[C:8]=2[C:21]=1[O:22][CH3:23] |f:0.1.2|. Reported procedure: To a solution of (S)-1-(6-fluoro-7-methoxy-1-phenyl-1H-benzoimidazol-2-yl)ethylamine dihydrochloride (0.16 g, 0.44 mmol) in IPA (3 mL) was added 6-chloro-9-(tetrahydropyran-2-yl)-9H-purine (139 mg, 0.58 mmol) and DIPEA (229 μL, 1.34 mmol) and the reaction mixture heated at 90° C. for 72 hours. The reaction mixture was concentrated in vacuo and the resultant residue was subjected to flash chromatography (SiO2, eluting with 0-10% methanol in EtOAc) to give a white solid: LCMS (Method C): RT=3.13 m... Starting materials: ethyl acetate pet ether, ClC1=C(C=C(C=C1)C1=NN(C=C1)C=1C=CC2=C(CC3(OCCO3)CO2)C1)CNC(OC)=O (methyl N-[[2-chloro-5-(1-spiro[2H-1-benzopyran-3(4H), 2′-[1,3]dioxolan]-6-yl-1H-pyrazol-3-yl)phenyl]methyl]carbamate), ClC1=C(C=C(C=C1)C1=NN(C=C1)C=1C=CC2=C(CC3(OCCO3)CO2)C1)CNC(OC)=O (methyl N-[[2-chloro-5-(1-spiro[2H-1-benzopyran-3(4H), 2′-[1,3]dioxolan]-6-yl-1H-pyrazol-3-yl)phenyl]methyl]carbamate), Cl (HCl). Run in CC(=O)C (acetone). Yields the product ClC1=C(C=C(C=C1)C1=NN(C=C1)C=1C=CC2=C(CC(CO2)=O)C1)CNC(OC)=O (methyl N-[[2-chloro-5-[1-(3,4-dihydro-3-oxo-2H-1-benzopyran-6-yl)-1H-pyrazol-3-yl]phenyl]methyl]carbamate). Isolated yield 68.0%. RXN SMILES: [Cl:1][C:2]1[CH:7]=[CH:6][C:5]([C:8]2[CH:12]=[CH:11][N:10]([C:13]3[CH:14]=[CH:15][C:16]4[O:25][CH2:24][C:19]5(OCC[O:20]5)[CH2:18][C:17]=4[CH:26]=3)[N:9]=2)=[CH:4][C:3]=1[CH2:27][NH:28][C:29](=[O:32])[O:30][CH3:31].Cl>CC(C)=O>[Cl:1][C:2]1[CH:7]=[CH:6][C:5]([C:8]2[CH:12]=[CH:11][N:10]([C:13]3[CH:14]=[CH:15][C:16]4[O:25][CH2:24][C:19](=[O:20])[CH2:18][C:17]=4[CH:26]=3)[N:9]=2)=[CH:4][C:3]=1[CH2:27][NH:28][C:29](=[O:32])[O:30][CH3:31]. Reported procedure: To a solution of methyl N-[[2-chloro-5-(1-spiro[2H-1-benzopyran-3(4H), 2′-[1,3]dioxolan]-6-yl-1H-pyrazol-3-yl)phenyl]methyl]carbamate (i.e. the product of Example 9, Step B) (150 mg, 0.32 mmol) in acetone (15 mL) was added 3N HCl (4.5 mL). The reaction mixture was heated at 85° C. for 16 hrs when TLC analysis (50% ethyl acetate/pet ether) showed completion of reaction. The reaction mixture was cooled and the solvent was concentrated under vacuum. The resultant residue was partitioned between wat... Reactants: [Si](C)(C)(C(C)(C)C)OCC1=CC2=C(C=N1)N=CN2C2=CC(=C(S2)C(=O)N)OC(C)C2=C(C=C(C=C2)C#N)Cl (5-[6-({[tert-butyl(dimethyl)silyl]oxy}methyl)-1H-imidazo[4,5-c]pyridin-1-yl]-3-[1-(2-chloro-4-cyanophenyl)ethoxy]thiophene-2-carboxamide), [F-].C(CCC)[N+](CCCC)(CCCC)CCCC (tetra-n-butylammonium fluoride). The solvent is C1CCOC1 (THF). Run at temperature 0 celsius. The product is ClC1=C(C=CC(=C1)C#N)C(C)OC1=C(SC(=C1)N1C=NC=2C=NC(=CC21)CO)C(=O)N (3-[1-(2-chloro-4-cyanophenyl)ethoxy]-5-[6-(hydroxymethyl)-1H-imidazo[4,5-c]pyridin-1-yl]thiophene-2-carboxamide). RXN SMILES: [Si]([O:8][CH2:9][C:10]1[N:15]=[CH:14][C:13]2[N:16]=[CH:17][N:18]([C:19]3[S:23][C:22]([C:24]([NH2:26])=[O:25])=[C:21]([O:27][CH:28]([C:30]4[CH:35]=[CH:34][C:33]([C:36]#[N:37])=[CH:32][C:31]=4[Cl:38])[CH3:29])[CH:20]=3)[C:12]=2[CH:11]=1)(C(C)(C)C)(C)C.[F-].C([N+](CCCC)(CCCC)CCCC)CCC>C1COCC1>[Cl:38][C:31]1[CH:32]=[C:33]([C:36]#[N:37])[CH:34]=[CH:35][C:30]=1[CH:28]([O:27][C:21]1[CH:20]=[C:19]([N:18]2[C:12]3[CH:11]=[C:10]([CH2:9][OH:8])[N:15]=[CH:14][C:13]=3[N:16]=[CH:17]2)[S:23][C:22]=1[C:24]([NH2:26])=[O:25])[CH3:29] |f:1.2|. Procedure details: A mixture of 350 mg of 5-[6-({[tert-butyl(dimethyl)silyl]oxy}methyl)-1H-imidazo[4,5-c]pyridin-1-yl]-3-[1-(2-chloro-4-cyanophenyl)ethoxy]thiophene-2-carboxamide in 20 ml THF is cooled to 0° C. At 0° C. 0.23 ml tetra-n-butylammonium fluoride (˜75% in H20) is added. The reaction mixture is allowed to warm to room temperature and stirred over night. The reactants are ClC=1C=CC2=C(CCC=3C(=NC=CC3)C2=O)C1 (8-chloro-5,6-dihydro-11 H-benzo[5,6]cyclohepta[1,2-b]pyridin-11-one), C1CCOC1 (THF), Grignard reagent. Conditions: time 1 hour. Product: ClC=1C=CC/2=C(CCC=3C(=NC=CC3)\C2=C/2\CC(NCC2C)C)C1 (8-Chloro-11((Z)-2,5-dimethyl-4-piperidylidene)-6,11-dihydro-5H-benzo[5,6]cyclohepta[1,2-b]pyridine). Yield: 53.0%. Reaction SMILES: [Cl:1][C:2]1[CH:3]=[CH:4][C:5]2[C:15](=O)[C:10]3=[N:11][CH:12]=[CH:13][CH:14]=[C:9]3[CH2:8][CH2:7][C:6]=2[CH:17]=1.[CH2:18]1[CH2:22]O[CH2:20][CH2:19]1>>[Cl:1][C:2]1[CH:3]=[CH:4][C:5]2=[C:6]([CH:17]=1)[CH2:7][CH2:8][C:9]1[C:10](/[C:15]/2=[C:19]2/[CH2:20][CH:10]([CH3:9])[NH:11][CH2:12][CH:18]/2[CH3:22])=[N:11][CH:12]=[CH:13][CH:14]=1. Procedure: To a cooled (ice-bath), stirred solution of 8-chloro-5,6-dihydro-11 H-benzo[5,6]cyclohepta[1,2-b]pyridin-11-one (6.3 g, 26 mmol) in THF (50 mL) was added the above Grignard reagent. The reaction was allowed to stir for 1 hr. at this temperature and then quenched with NH4Cl solution. The product was extracted 3× with EtOAc, washed once with brine, dried (Na2SO4), filtered and solvent removed to give a crude brown material which was chromatographed to give the title compound (5.1 g, 53% yield) as ... The reactants are CC(C)C[AlH]CC(C)C (DIBAL-H), FC(C=1C=C(C=C(C1)C(F)(F)F)C1=CC=C(C=C1)/C(=C/C(=O)OCC)/C)(F)F ((E)-ethyl 3-(3′,5′-bis-trifluoromethyl-biphenyl-4-yl)-but-2-enoate). Product: FC(C=1C=C(C=C(C1)C(F)(F)F)C1=CC=C(C=C1)/C(=C/CO)/C)(F)F ((E)-3-(3′,5′-bis-trifluoromethyl-biphenyl-4-yl)-but-2-en-1-ol). Reaction SMILES: CC(C[AlH]CC(C)C)C.[F:10][C:11]([F:37])([F:36])[C:12]1[CH:13]=[C:14]([C:22]2[CH:27]=[CH:26][C:25](/[C:28](/[CH3:35])=[CH:29]/[C:30](OCC)=[O:31])=[CH:24][CH:23]=2)[CH:15]=[C:16]([C:18]([F:21])([F:20])[F:19])[CH:17]=1>>[F:10][C:11]([F:36])([F:37])[C:12]1[CH:13]=[C:14]([C:22]2[CH:23]=[CH:24][C:25](/[C:28](/[CH3:35])=[CH:29]/[CH2:30][OH:31])=[CH:26][CH:27]=2)[CH:15]=[C:16]([C:18]([F:21])([F:20])[F:19])[CH:17]=1. Procedure: The colourless solid (E)-3-(3′,5′-bis-trifluoromethyl-biphenyl-4-yl)-but-2-en-1-ol was prepared by DIBAL-H reduction of (E)-ethyl 3-(3′,5′-bis-trifluoromethyl-biphenyl-4-yl)-but-2-enoate by a procedure analogous to that described in example 50b.